This data is from the Open Reaction Database (ORD), a public repository of structured organic reaction records. The task is: describe an organic reaction: reactants, conditions, products, and yield Starting materials: C(C)(=O)O[C@@H]1[C@@]2(CO[C@]([C@@H]([C@H]1CC(=O)[O-])OC(C)=O)(O2)C2=CC(=C(C=C2)Cl)C(O)C2=CC=C(C=C2)OCC)C(C)OC(C)=O ([(1R,2S,3S,4R,5S)-2,4-diacetoxy-1-(1-acetoxyethyl)-5-[4-chloro-3-[(4-ethoxyphenyl)-hydroxy-methyl]phenyl]-6,8-dioxabicyclo[3.2.1]octan-3-yl]acetate), C([O-])([O-])=O.[K+].[K+] (potassium carbonate). Run in CO (methanol). Conditions: time 2 hour. Product: ClC1=C(C=C(C=C1)[C@]12[C@@H]([C@H]([C@@H]([C@](CO1)(O2)C(C)O)O)O)O)C(O)C2=CC=C(C=C2)OCC ((1R,2S,3S,4R,5S)-5-[4-chloro-3-[(4-ethoxyphenyl)-hydroxy-methyl]phenyl]-1-(1-hydroxyethyl)-6,8-dioxabicyclo[3.2.1]octane-2,3,4-triol). Isolated yield 20.1%. RXN SMILES: C([O:4][C@H:5]1[C@H:11](CC([O-])=O)[C@@H:10]([O:16]C(=O)C)[C@:9]2([C:21]3[CH:26]=[CH:25][C:24]([Cl:27])=[C:23]([CH:28]([C:30]4[CH:35]=[CH:34][C:33]([O:36][CH2:37][CH3:38])=[CH:32][CH:31]=4)[OH:29])[CH:22]=3)[O:20][C@@:6]1([CH:39]([O:41]C(=O)C)[CH3:40])[CH2:7][O:8]2)(=O)C.C(=O)([O-])[O-:46].[K+].[K+]>CO>[Cl:27][C:24]1[CH:25]=[CH:26][C:21]([C@@:9]23[O:20][C@@:6]([CH:39]([OH:41])[CH3:40])([CH2:7][O:8]2)[C@@H:5]([OH:4])[C@H:11]([OH:46])[C@H:10]3[OH:16])=[CH:22][C:23]=1[CH:28]([C:30]1[CH:35]=[CH:34][C:33]([O:36][CH2:37][CH3:38])=[CH:32][CH:31]=1)[OH:29] |f:1.2.3|. Reported procedure: To a solution of [(1R,2S,3S,4R,5S)-2,4-diacetoxy-1-(1-acetoxyethyl)-5-[4-chloro-3-[(4-ethoxyphenyl)-hydroxy-methyl]phenyl]-6,8-dioxabicyclo[3.2.1]octan-3-yl]acetate 29d (316 mg, 0.5 mmol) in methanol (20 mL) was added potassium carbonate (344 mg, 2.5 mmol) at room temperature. The mixture was stirred at room temperature for 2 hours. Part of the solvent was removed in vacuo. The residue was extracted with ethyl acetate (10 mL×2). The combined organic layers were washed with water (10 mL×2) and th... The reactants are C(C)NC([C@@H](NC([C@@H](NC([C@@H](NC(=O)OCC1=CC=CC=C1)C)=O)C)=O)C)=O (benzyloxycarbonylalanylalanyl alanine ethylamide), C(C1=CC=CC=C1)OC(=O)N1[C@H](C(=O)N[C@@H](C)C(=O)NN)CCC1 (benzyloxycarbonylprolyl alanine hydrazide), C(C)NC([C@@H](N)C)=O (alanine ethylamide). Run in CN(C=O)C (dimethylformamide). Yields the product C(C)NC([C@@H](NC([C@@H](NC([C@H]1N(CCC1)C(=O)OCC1=CC=CC=C1)=O)C)=O)C)=O (Benzyloxycarbonylprolyl-alanyl Alanine Ethylamide). The yield is 49.0%. Reaction SMILES: [CH2:1]([NH:3][C:4](=[O:28])[C@H:5]([CH3:27])[NH:6][C:7](=[O:26])[C@H:8]([CH3:25])[NH:9][C:10](=[O:24])[C@H:11]([CH3:23])[NH:12][C:13]([O:15][CH2:16][C:17]1[CH:22]=[CH:21][CH:20]=[CH:19][CH:18]=1)=[O:14])[CH3:2].[CH2:29](OC(N1CCC[C@H]1C(N[C@H](C(NN)=O)C)=O)=O)[C:30]1C=CC=CC=1.C(NC(=O)[C@H](C)N)C>CN(C)C=O>[CH2:1]([NH:3][C:4](=[O:28])[C@H:5]([CH3:27])[NH:6][C:7](=[O:26])[C@H:8]([CH3:25])[NH:9][C:10](=[O:24])[C@@H:11]1[CH2:23][CH2:30][CH2:29][N:12]1[C:13]([O:15][CH2:16][C:17]1[CH:18]=[CH:19][CH:20]=[CH:21][CH:22]=1)=[O:14])[CH3:2]. Reported procedure: This product was prepared by a process analogous to that employed in preparing the corresponding benzyloxycarbonylalanylalanyl alanine ethylamide described in Example 1 from benzyloxycarbonylprolyl alanine hydrazide and alanine ethylamide in a 49% yield with a melting point of 219 to 220 degrees C. [α]D20 -36.2 degrees (c 0.3; dimethylformamide).